Dataset: the Open Reaction Database (ORD), a public repository of structured organic reaction records. Task: describe an organic reaction: reactants, conditions, products, and yield Starting materials: FC(C1=C(C=CC=C1)S)(F)F (2-(trifluoromethyl)benzenethiol), BrCC(OCC)OCC (2-bromo-1,1-diethoxyethane), C([O-])([O-])=O.[K+].[K+] (potassium carbonate). Run in CC(=O)C (acetone). Run at temperature 45 celsius, time 2 hour. Product: FC(C1=CC=CC2=C1SC=C2)(F)F (7-trifluoromethyl-benzo[b]thiophene). As a reaction SMILES: [F:1][C:2]([F:11])([F:10])[C:3]1[CH:8]=[CH:7][CH:6]=[CH:5][C:4]=1[SH:9].Br[CH2:13][CH:14](OCC)OCC.C(=O)([O-])[O-].[K+].[K+]>CC(C)=O>[F:11][C:2]([F:1])([F:10])[C:3]1[C:4]2[S:9][CH:13]=[CH:14][C:5]=2[CH:6]=[CH:7][CH:8]=1 |f:2.3.4|. Procedure details: To a stirred solution of 2-(trifluoromethyl)benzenethiol (5.000 g, 0.028 mol) in acetone (50 mL) was added 2-bromo-1,1-diethoxyethane (6.08 g, 0.030 mol) and potassium carbonate (7.757 g, 0.056 mol). The resulting mixture was then stirred at 45° C. for 2 hours prior to removal of the solvent in vacuo and suspension of the residue in EtOAc. The inorganic salts were filtered off and the organic phase was concentrated to give crude product, which was used in next step without further purification. ... Starting materials: [C@@H]1([C@H](O)[C@@H](O)[C@@H](O)[C@H](O1)CO)C1=CC=C2C=C(C(OC2=C1)=O)C(=O)O (7-β-galactosylcoumarin-3-carboxylic acid), ON1C(CCC1=O)=O (N-hydroxy-succinimide), C1(CCCCC1)N=C=NC1CCCCC1 (dicyclohexylcarbodiimide). Solvent: CN(C=O)C (dimethylformamide). Run at time 1 hour. Yields the product C(=O)(NC1CCCCC1)NC1CCCCC1 (dicyclohexylurea). Reaction SMILES: [C@@H]1(C2C=C3C(C=C(C(O)=O)C(=O)O3)=CC=2)O[C@H](CO)[C@H](O)[C@H](O)[C@H]1[OH:3].ON1C(=O)CCC1=O.[CH:34]1([N:40]=[C:41]=[N:42][CH:43]2[CH2:48][CH2:47][CH2:46][CH2:45][CH2:44]2)[CH2:39][CH2:38][CH2:37][CH2:36][CH2:35]1>CN(C)C=O>[C:41]([NH:40][CH:34]1[CH2:35][CH2:36][CH2:37][CH2:38][CH2:39]1)([NH:42][CH:43]1[CH2:48][CH2:47][CH2:46][CH2:45][CH2:44]1)=[O:3]. Procedure: A mixture of 3.68 g (0.01 mol) of 7-β-galactosylcoumarin-3-carboxylic acid, supra, 2.30 g (0.02 mol) of N-hydroxy-succinimide, and 2.27 g (0.011 mol) of dicyclohexylcarbodiimide in 25 ml of dimethylformamide (DMF) was stirred under argon at room temperature for 1 hour. A thick precipitate of dicyclohexylurea formed and was removed by filtration. The clear filtrate was combined with 2.52 grams (g) of the hydrochloride salt of N-(tert-butyloxycarbonyl)-1,6-hexanediamine [Stahl et al, J. Org. Chem.... Starting materials: COC(=O)C(F)(F)Cl, O=C(CCc1ccc(O)c(Cl)c1)C1CCCC1, [K+], [K+], O=C([O-])[O-], CN(C)C=O, O. The product is O=C(CCc1ccc(OC(F)F)c(Cl)c1)C1CCCC1. RXN SMILES: [Cl:18][C:19]([C:20]([O:21][CH3:22])=[O:23])([F:24])[F:25].[Cl:1][c:2]1[cH:3][c:4]([CH2:9][CH2:10][C:11](=[O:12])[CH:13]2[CH2:14][CH2:15][CH2:16][CH2:17]2)[cH:5][cH:6][c:7]1[OH:8].[K+:26].[K+:27].[O-:28][C:29]([O-:30])=[O:31].[O:33]=[CH:34][N:35]([CH3:36])[CH3:37].[OH2:32]>>[Cl:1][c:2]1[cH:3][c:4]([CH2:9][CH2:10][C:11](=[O:12])[CH:13]2[CH2:14][CH2:15][CH2:16][CH2:17]2)[cH:5][cH:6][c:7]1[O:8][CH:19]([F:24])[F:25]. Reactants: C1(C=2C(C(=O)O1)=CC=CC2)=O (phthalic anhydride), amine, C(CCC)N (N-butylamine), amine, C1(C=2C(C(=O)O1)=CC=CC2)=O (phthalic anhydride). The solvent is O (water). Run at temperature 200 celsius. Yields the product C(CCC)N1C(C=2C(C1=O)=CC=CC2)=O (N-Butylphthalimide). Yield: 95.0%. RXN SMILES: [C:1]1(=[O:11])[O:6][C:4](=O)[C:3]2=[CH:7][CH:8]=[CH:9][CH:10]=[C:2]12.[CH2:12]([NH2:16])[CH2:13][CH2:14][CH3:15]>O>[CH2:12]([N:16]1[C:1](=[O:11])[C:2]2=[CH:10][CH:9]=[CH:8][CH:7]=[C:3]2[C:4]1=[O:6])[CH2:13][CH2:14][CH3:15]. Procedure details: A 10-gallon stainless steel reactor equipped with a turbine blade impeller, cooling coil, distilling condenser, azeotropic separator, thermocouple probe and means to maintain a nitrogen atmosphere, was charged with 15.335 kg (103.53 moles) phthalic anhydride. N-butylamine (7.663 kg, 104.57 moles) from a pressure vessel was slowly added to the reactor which was at room temperature, e.g., about 25° C. The resulting exothermic reaction between the amine and phthalic anhydride was continued until th...